From a dataset of the Open Reaction Database (ORD), a public repository of structured organic reaction records. describe an organic reaction: reactants, conditions, products, and yield The reactants are Heterocycles, [OH-].[Na+] (sodium hydroxide), S(=O)(=O)(C1=CC=C(C)C=C1)Cl (tosyl chloride), ClC1=CC=C2C(=N1)NC=C2 (6-chloro-1H-pyrrolo[2,3-b]pyridine). The reagents and catalysts are S(=O)(=O)(O)[O-].C(CCC)[N+](CCCC)(CCCC)CCCC (tetrabutylammonium hydrogensulfate). The solvent is C(Cl)Cl (methylene chloride), C(Cl)Cl (methylene chloride). The product is ClC1=CC=C2C(=N1)N(C=C2)S(=O)(=O)C2=CC=C(C)C=C2 (6-chloro-1-tosyl-1H-pyrrolo[2,3-b]pyridine). Isolated yield 90.8%. As a reaction SMILES: [Cl:1][C:2]1[N:7]=[C:6]2[NH:8][CH:9]=[CH:10][C:5]2=[CH:4][CH:3]=1.[OH-].[Na+].[S:13](Cl)([C:16]1[CH:22]=[CH:21][C:19]([CH3:20])=[CH:18][CH:17]=1)(=[O:15])=[O:14]>C(Cl)Cl.S([O-])(O)(=O)=O.C([N+](CCCC)(CCCC)CCCC)CCC>[Cl:1][C:2]1[N:7]=[C:6]2[N:8]([S:13]([C:16]3[CH:22]=[CH:21][C:19]([CH3:20])=[CH:18][CH:17]=3)(=[O:15])=[O:14])[CH:9]=[CH:10][C:5]2=[CH:4][CH:3]=1 |f:1.2,5.6|. Procedure details: The synthesis was performed with reference to the known literature (Heterocycles, Vol. 30, p. 627, 1990). A solution of 6-chloro-1H-pyrrolo[2,3-b]pyridine (0.21 g, 1.4 mmol) obtained in Example A46, Step 2 in methylene chloride (10 mL) was successively added with sodium hydroxide (0.17 g, 4.2 mmol), and tetrabutylammonium hydrogensulfate (0.14 g, 0.42 mmol), and the mixture was stirred at room temperature. Then, the reaction mixture was added dropwise with a solution of tosyl chloride (0.32 g, 1... Reactants: CCO, CCOC(=O)C=Cc1cc(Cl)ccc1C(C)OCC1CO1. The product is CCOC(=O)CCc1cc(Cl)ccc1C(C)OCC1CO1. RXN SMILES: [CH3:22][CH2:23][OH:24].[Cl:1][c:2]1[cH:3][cH:4][c:5]([CH:15]([CH3:16])[O:17][CH2:18][CH:19]2[O:20][CH2:21]2)[c:6]([CH:8]=[CH:9][C:10](=[O:11])[O:12][CH2:13][CH3:14])[cH:7]1>>[Cl:1][c:2]1[cH:3][cH:4][c:5]([CH:15]([CH3:16])[O:17][CH2:18][CH:19]2[O:20][CH2:21]2)[c:6]([CH2:8][CH2:9][C:10](=[O:11])[O:12][CH2:13][CH3:14])[cH:7]1.